This data is from the Open Reaction Database (ORD), a public repository of structured organic reaction records. The task is: describe an organic reaction: reactants, conditions, products, and yield Reactants: C(C1=CC=CC=C1)OC1=CC(=C(C=N1)C1=CC(=C(C=C1)CC(=O)NC1=CC(=C(C=C1)CC(CO)(C)C)C(F)(F)F)F)OCC (2-(4-(6-(benzyloxy)-4-ethoxypyridin-3-yl)-2-fluorophenyl)-N-(4-(3-hydroxy-2,2-dimethylpropyl)-3-(trifluoromethyl)phenyl)acetamide). The reagents and catalysts are [Pd] (Pd/C). Run in CO (MeOH). Conditions: temperature 20 celsius, time 20 minute. Product: C(C)OC=1C(=CNC(C1)=O)C1=CC(=C(C=C1)CC(=O)NC1=CC(=C(C=C1)CC(CO)(C)C)C(F)(F)F)F (2-(4-(4-ethoxy-6-oxo-1,6-dihydropyridin-3-yl)-2-fluorophenyl)-N-(4-(3-hydroxy-2,2-dimethylpropyl)-3-(trifluoromethyl)phenyl)acetamide). Yield: 66.7%. As a reaction SMILES: C([O:8][C:9]1[N:14]=[CH:13][C:12]([C:15]2[CH:20]=[CH:19][C:18]([CH2:21][C:22]([NH:24][C:25]3[CH:30]=[CH:29][C:28]([CH2:31][C:32]([CH3:36])([CH3:35])[CH2:33][OH:34])=[C:27]([C:37]([F:40])([F:39])[F:38])[CH:26]=3)=[O:23])=[C:17]([F:41])[CH:16]=2)=[C:11]([O:42][CH2:43][CH3:44])[CH:10]=1)C1C=CC=CC=1>CO.[Pd]>[CH2:43]([O:42][C:11]1[C:12]([C:15]2[CH:20]=[CH:19][C:18]([CH2:21][C:22]([NH:24][C:25]3[CH:30]=[CH:29][C:28]([CH2:31][C:32]([CH3:35])([CH3:36])[CH2:33][OH:34])=[C:27]([C:37]([F:39])([F:40])[F:38])[CH:26]=3)=[O:23])=[C:17]([F:41])[CH:16]=2)=[CH:13][NH:14][C:9](=[O:8])[CH:10]=1)[CH3:44]. Procedure: The reaction mixture of 2-(4-(6-(benzyloxy)-4-ethoxypyridin-3-yl)-2-fluorophenyl)-N-(4-(3-hydroxy-2,2-dimethylpropyl)-3-(trifluoromethyl)phenyl)acetamide (20 mg, 0.033 mmol) and Pd/C (3.49 mg, 0.033 mmol) in MeOH (3 mL) was stirred at 20° C. for 20 min under a H2 atmosphere. Then the solution was concentrated and purified by preparative HPLC (MeCN/H2O as eluants, acidic condition) to yield a white solid of 2-(4-(4-ethoxy-6-oxo-1,6-dihydropyridin-3-yl)-2-fluorophenyl)-N-(4-(3-hydroxy-2,2-dimethyl... Reactants: C1(CCCC1)OC([C@H](C1=CC=CC=C1)N(CC1=C(C=CC=C1)[N+](=O)[O-])C(=O)OC(C)(C)C)=O ((S)-[tert-Butoxycarbonyl-(2-nitro-benzyl)-amino]-phenyl-acetic acid cyclopentyl ester), C(N)([O-])=O (carbamate). Reagents/catalysts: [Pd] (Pd/C). Run in CCOC(=O)C (EtOAc). The product is C1(CCCC1)OC([C@H](C1=CC=CC=C1)N(C(=O)OC(C)(C)C)CC1=C(C=CC=C1)N)=O ((S)-[(2-Amino-benzyl)-tert-butoxycarbonyl-amino]-phenyl-acetic acid cyclopentyl ester). Reaction SMILES: [CH:1]1([O:6][C:7](=[O:33])[C@@H:8]([N:15]([C:26]([O:28][C:29]([CH3:32])([CH3:31])[CH3:30])=[O:27])[CH2:16][C:17]2[CH:22]=[CH:21][CH:20]=[CH:19][C:18]=2[N+:23]([O-])=O)[C:9]2[CH:14]=[CH:13][CH:12]=[CH:11][CH:10]=2)[CH2:5][CH2:4][CH2:3][CH2:2]1.C(=O)([O-])N>CCOC(C)=O.[Pd]>[CH:1]1([O:6][C:7](=[O:33])[C@@H:8]([N:15]([CH2:16][C:17]2[CH:22]=[CH:21][CH:20]=[CH:19][C:18]=2[NH2:23])[C:26]([O:28][C:29]([CH3:32])([CH3:31])[CH3:30])=[O:27])[C:9]2[CH:14]=[CH:13][CH:12]=[CH:11][CH:10]=2)[CH2:5][CH2:4][CH2:3][CH2:2]1. Procedure: A mixture of stage 2 carbamate (4.44 g, 9.78 mmol) and 10% Pd/C (0.7 g) in EtOAc (130 ml) was hydrogenated at room temperature for 18 h under balloon pressure. The Pd/C catalyst was filtered off through a pad of celite. The filtrate was concentrated under reduced pressure to yield a white solid (4.25 g). LCMS purity 100%, m/z 425 [M++H]+, Reactants: ClCCCl, COc1ccccc1NC(=O)CC(=O)O, COCn1cnc(-c2cc3nccc(Oc4ccc(N)cc4F)c3s2)c1, CN(C)C=O, On1nnc2ccccc21. Product: COCn1cnc(-c2cc3nccc(Oc4ccc(NC(=O)CC(=O)Nc5ccccc5OC)cc4F)c3s2)c1. RXN SMILES: [CH2:52]([Cl:53])[CH2:54][Cl:55].[CH3:27][O:28][c:29]1[c:30]([NH:35][C:36]([CH2:37][C:38](=[O:39])[OH:40])=[O:41])[cH:31][cH:32][cH:33][cH:34]1.[F:1][c:2]1[cH:3][c:4]([NH2:5])[cH:6][cH:7][c:8]1[O:9][c:10]1[c:11]2[c:12]([n:13][cH:14][cH:15]1)[cH:16][c:17](-[c:19]1[n:20][cH:21][n:22]([CH2:24][O:25][CH3:26])[cH:23]1)[s:18]2.[O:56]=[CH:57][N:58]([CH3:59])[CH3:60].[OH:42][n:43]1[c:44]2[c:45]([cH:46][cH:47][cH:48][cH:49]2)[n:50][n:51]1>>[F:1][c:2]1[cH:3][c:4]([NH:5][C:38]([CH2:37][C:36]([NH:35][c:30]2[c:29]([O:28][CH3:27])[cH:34][cH:33][cH:32][cH:31]2)=[O:41])=[O:39])[cH:6][cH:7][c:8]1[O:9][c:10]1[c:11]2[c:12]([n:13][cH:14][cH:15]1)[cH:16][c:17](-[c:19]1[n:20][cH:21][n:22]([CH2:24][O:25][CH3:26])[cH:23]1)[s:18]2. The product is CCCC(C)Oc1nc(N)c2nc(Br)n(C3CCCCO3)c2n1. Reaction SMILES: [Br:1][N:2]1[C:3](=[O:4])[CH2:5][CH2:6][C:7]1=[O:8].[CH3:9][CH:10]([CH2:11][CH2:12][CH3:13])[O:14][c:15]1[n:16][c:17]([NH2:30])[c:18]2[n:19][cH:20][n:21]([CH:24]3[O:25][CH2:26][CH2:27][CH2:28][CH2:29]3)[c:22]2[n:23]1.[CH:31]([Cl:32])([Cl:33])[Cl:34]>>[Br:1][c:20]1[n:19][c:18]2[c:17]([NH2:30])[n:16][c:15]([O:14][CH:10]([CH3:9])[CH2:11][CH2:12][CH3:13])[n:23][c:22]2[n:21]1[CH:24]1[O:25][CH2:26][CH2:27][CH2:28][CH2:29]1. The reactants are O=C1CCC(=O)N1Br, CCCC(C)Oc1nc(N)c2ncn(C3CCCCO3)c2n1, ClC(Cl)Cl. Starting materials: O=Cc1ccc(-c2ccc(O)cc2)c(Cl)c1Cl, Cl, NO. Product: ON=Cc1ccc(-c2ccc(O)cc2)c(Cl)c1Cl. Reaction SMILES: [Cl:1][c:2]1[c:3](-[c:11]2[cH:12][cH:13][c:14]([OH:17])[cH:15][cH:16]2)[cH:4][cH:5][c:6]([CH:9]=[O:10])[c:7]1[Cl:8].[ClH:18].[NH2:19][OH:20]>>[Cl:1][c:2]1[c:3](-[c:11]2[cH:12][cH:13][c:14]([OH:17])[cH:15][cH:16]2)[cH:4][cH:5][c:6]([CH:9]=[N:19][OH:20])[c:7]1[Cl:8].